Dataset: the Open Reaction Database (ORD), a public repository of structured organic reaction records. Task: describe an organic reaction: reactants, conditions, products, and yield Starting materials: [Cr](=O)(=O)([O-])Cl.[NH+]1=CC=CC=C1 (pyridinium chlorochromate), 4.9, OCC=1C(=NC(=C(C1C1=CC=C(C=C1)F)CO)C(C)C)C(C)C (3,5-Dihydroxymethyl-2,6-diisopropyl-4-(4-fluorophenyl)-pyridine). Solvent: C(Cl)Cl (methylene chloride). Reaction conditions: time 1 hour. Yields the product C(C)(C)C1=NC(=C(C(=C1C=O)C1=CC=C(C=C1)F)C=O)C(C)C (2,6-Diisopropyl-4-(4-fluorophenyl)-pyridine-3,5-dicarbaldehyde). Reaction SMILES: [Cr](Cl)([O-])(=O)=O.[NH+]1C=CC=CC=1.[OH:12][CH2:13][C:14]1[C:15]([CH:32]([CH3:34])[CH3:33])=[N:16][C:17]([CH:29]([CH3:31])[CH3:30])=[C:18]([CH2:27][OH:28])[C:19]=1[C:20]1[CH:25]=[CH:24][C:23]([F:26])=[CH:22][CH:21]=1>C(Cl)Cl>[CH:32]([C:15]1[C:14]([CH:13]=[O:12])=[C:19]([C:20]2[CH:25]=[CH:24][C:23]([F:26])=[CH:22][CH:21]=2)[C:18]([CH:27]=[O:28])=[C:17]([CH:29]([CH3:31])[CH3:30])[N:16]=1)([CH3:34])[CH3:33] |f:0.1|. Reported procedure: 10.3 g (48 mmol) of pyridinium chlorochromate and 4.9 (48 mmol) of neutral alumina are added to a solution of 3.8 g (12 mmol) of the compound from Example 4 in 100 ml of methylene chloride p.a. and the mixture is stirred for 1 h at room temperature. The mixture is filtered over kieselgur with suction and washed with 300 ml of methylene chloride. The methylene chloride phase is concentrated in vacuo and the residue is chromatographed on a column (150 g of silica gel 70-230 mesh, φ3.5 cm, using et... Starting materials: C1(CCCC1)OC=1C(=NC=C(C1)OC1=CC=CC=C1)[N+](=O)[O-] (3-Cyclopentyloxy-2-nitro-5-phenoxy-pyridine), C(C)(=O)O (acetic acid), O (water). Reagents/catalysts: [Zn] (zinc). Conditions: temperature 100 celsius. Product: COCCOC=1C(=NC=C(C1)OC1=CC=CC=C1)N (3-(2-Methoxyethoxy)-5-phenoxy-pyridine-2-ylamine). Isolated yield 72.0%. Reaction SMILES: [CH:1]1([O:6][C:7]2[C:8]([N+:20]([O-])=O)=[N:9][CH:10]=[C:11]([O:13][C:14]3[CH:19]=[CH:18][CH:17]=[CH:16][CH:15]=3)[CH:12]=2)[CH2:5]CCC1.O.[C:24](O)(=[O:26])C>[Zn]>[CH3:24][O:26][CH2:5][CH2:1][O:6][C:7]1[C:8]([NH2:20])=[N:9][CH:10]=[C:11]([O:13][C:14]2[CH:15]=[CH:16][CH:17]=[CH:18][CH:19]=2)[CH:12]=1. Reported procedure: 3-Cyclopentyloxy-2-nitro-5-phenoxy-pyridine (0.46 mmol) is dissolved in acetic acid (1.5 ml). After addition of water (1.5 ml), zinc powder (6.2 eq.) is added and the reaction suspension is heated to 100° C. for 3 h. The reaction suspension is cooled to room temperature and filtrated. The filtrate is pored into 3.5% NaOH (30 ml) and extracted with dichloromethane. The combined organic layers are washed with brine, dried over MgSO4 and the solvent is removed in vacuo. 3-(2-Methoxyethoxy)-5-phenox... The reactants are CN(C=O)C (N,N-dimethylformamide), N1CCCCC1 (piperidine), ClC1=NC=NC(=C1)OCC#CC (4-chloro-6-(2-butynyloxy)pyrimidine), C([O-])([O-])=O.[K+].[K+] (potassium carbonate). Run in C(C)(=O)OCC (ethyl acetate). Reaction conditions: temperature 80 celsius, time 5 hour. Yields the product C(C#CC)OC1=NC=NC(=C1)N1CCCCC1 (4-(2-butynyloxy)-6-piperidinopyrimidine). Yield: 77.1%. As a reaction SMILES: CN(C)C=O.Cl[C:7]1[CH:12]=[C:11]([O:13][CH2:14][C:15]#[C:16][CH3:17])[N:10]=[CH:9][N:8]=1.C(=O)([O-])[O-].[K+].[K+].[NH:24]1[CH2:29][CH2:28][CH2:27][CH2:26][CH2:25]1>C(OCC)(=O)C>[CH2:14]([O:13][C:11]1[CH:12]=[C:7]([N:24]2[CH2:29][CH2:28][CH2:27][CH2:26][CH2:25]2)[N:8]=[CH:9][N:10]=1)[C:15]#[C:16][CH3:17] |f:2.3.4|. Procedure: Into 2 ml of N,N-dimethylformamide was resolved 183 mg of 4-chloro-6-(2-butynyloxy)pyrimidine, 166 mg of potassium carbonate and 85 mg of piperidine was added therein, and the mixture was stirred for 5 hours at 80° C. The reaction mixture was cooled to near room temperature, ethyl acetate was added therein, and the mixture was washed with a saturated sodium chloride aqueous solution three times. The organic layers were dried over anhydrous magnesium sulfate and concentrated. The residue was subj... The reactants are BrC1=NC(=NC=2NC(C=NC12)=O)SCC1=C(C(=CC=C1)Cl)F (4-Bromo-2-[[(3-chloro-2-fluorophenyl)methyl]thio]-7(8H)-pteridinone), NC(CO)CO (2-amino-1,3-propanediol). The product is ClC=1C(=C(C=CC1)CSC1=NC=2NC(C=NC2C(=N1)NC(CO)CO)=O)F (2-[[(3-Chloro-2-fluorophenyl)methyl]thio]-4-[[2-hydroxy-1-(hydroxymethyl)ethyl]amino]-7(8H)-pteridinone). The yield is 66.3%. Reaction SMILES: Br[C:2]1[C:11]2[N:10]=[CH:9][C:8](=[O:12])[NH:7][C:6]=2[N:5]=[C:4]([S:13][CH2:14][C:15]2[CH:20]=[CH:19][CH:18]=[C:17]([Cl:21])[C:16]=2[F:22])[N:3]=1.[NH2:23][CH:24]([CH2:27][OH:28])[CH2:25][OH:26]>>[Cl:21][C:17]1[C:16]([F:22])=[C:15]([CH2:14][S:13][C:4]2[N:3]=[C:2]([NH:23][CH:24]([CH2:27][OH:28])[CH2:25][OH:26])[C:11]3[N:10]=[CH:9][C:8](=[O:12])[NH:7][C:6]=3[N:5]=2)[CH:20]=[CH:19][CH:18]=1. Procedure details: The titled compound (51 mg) was prepared by the method of Example 6, step (f) using the product from Example 6, step (e) (75 mg) and 2-amino-1,3-propanediol (37 mg). Starting materials: NC=1C2=C(N=CN1)C(=CN2)CNC(CO)CO (2-((4-Amino-5H-pyrrolo[3,2-d]pyrimidin-7-yl)methylamino)propane-1,3-diol), C(=O)(OCC1C2=CC=CC=C2C2=CC=CC=C12)Cl (Fmoc chloride). The solvent is C(=O)(O)[O-].[Na+] (NaHCO3), CO (methanol). Run at time 15 minute. Yields the product NC=1C2=C(N=CN1)C(=CN2)CN(C(OCC2C1=CC=CC=C1C=1C=CC=CC21)=O)C(CO)CO ((9H-Fluoren-9-yl)methyl (4-amino-5H-pyrrolo[3,2-d]pyrimidin-7-yl)methyl(1,3-dihydroxypropan-2-yl)carbamate). Yield: 23.6%. RXN SMILES: [NH2:1][C:2]1[C:3]2[NH:10][CH:9]=[C:8]([CH2:11][NH:12][CH:13]([CH2:16][OH:17])[CH2:14][OH:15])[C:4]=2[N:5]=[CH:6][N:7]=1.[C:18](Cl)([O:20][CH2:21][CH:22]1[C:34]2[C:29](=[CH:30][CH:31]=[CH:32][CH:33]=2)[C:28]2[C:23]1=[CH:24][CH:25]=[CH:26][CH:27]=2)=[O:19]>CO.C([O-])(O)=O.[Na+]>[NH2:1][C:2]1[C:3]2[NH:10][CH:9]=[C:8]([CH2:11][N:12]([CH:13]([CH2:14][OH:15])[CH2:16][OH:17])[C:18](=[O:19])[O:20][CH2:21][CH:22]3[C:34]4[CH:33]=[CH:32][CH:31]=[CH:30][C:29]=4[C:28]4[C:23]3=[CH:24][CH:25]=[CH:26][CH:27]=4)[C:4]=2[N:5]=[CH:6][N:7]=1 |f:3.4|. Procedure: Amine 6 (330 mg, 1.4 mmol) was suspended in methanol (35 mL) and 10% aqueous NaHCO3 (3.5 mL). Fmoc chloride (432 mg, 1.7 mmol) was added and the solution stirred for 15 min. The suspension was concentrated under reduced pressure. Chromatography of the residue on a column of silica gel eluted with 7.5-20% methanol in dichloromethane gave the title compound 7 (150 mg, 0.33 mmol, 48% allowing for recovered starting material). Subsequent elution with 50% methanolic ammonia (3.5M) in dichloromethane ... Starting materials: BrC(C(=O)C=1C=CC2=C(N(C(S2)=O)C)C1)CC (5-(2-bromobutyryl)-3-methyl-2-benzothiazolinone), NC1=NC=CC=C1 (2-aminopyridine). The product is C(C)C1=C(N=C2N1C=CC=C2)C=2C=CC1=C(N(C(S1)=O)C)C2 (5-(3-Ethylimidazo[1,2-a]pyridin-2-yl)-3-methyl-2-benzothiazolinone). RXN SMILES: Br[CH:2]([CH2:16][CH3:17])[C:3]([C:5]1[CH:6]=[CH:7][C:8]2[S:12][C:11](=[O:13])[N:10]([CH3:14])[C:9]=2[CH:15]=1)=O.[NH2:18][C:19]1[CH:24]=[CH:23][CH:22]=[CH:21][N:20]=1>>[CH2:16]([C:2]1[N:20]2[CH:21]=[CH:22][CH:23]=[CH:24][C:19]2=[N:18][C:3]=1[C:5]1[CH:6]=[CH:7][C:8]2[S:12][C:11](=[O:13])[N:10]([CH3:14])[C:9]=2[CH:15]=1)[CH3:17]. Reported procedure: 5-(3-Ethylimidazo[1,2-a]pyridin-2-yl)-3-methyl-2-benzothiazolinone (1.47) was prepared in substantially the same manner as that of Example 14 from 5-(2-bromobutyryl)-3-methyl-2-benzothiazolinone (4.71 g) and 2-aminopyridine (3.53 g). mp. 273°-274° C. (dec.).